Dataset: the Open Reaction Database (ORD), a public repository of structured organic reaction records. Task: describe an organic reaction: reactants, conditions, products, and yield Reactants: C(C)(C)(C)OC(=O)N1C(CC(CC1)CCCO)C(NC(C(C)C)C1OC(C(C(C1O)O)O)SC)=O (4-(3-hydroxy-propyl)-2-[2-methyl-1-(3,4,5-trihydroxy-6-methylsulfanyl-tetrahydro-pyran-2-yl)-propylcarbamoyl]-piperidine-1-carboxylic acid tert-butyl ester), 11h, [C-]#N.[Na+] (sodium cyanide). Yields the product CC(C(C1OC(C(C(C1O)O)O)SC)NC(=O)C1NCCC(C1)CCCC#N)C (4-(3-Cyano-prop-1-yl)-piperidine-2-carboxylic acid [2-methyl-1-(3,4,5-trihydroxy-6-methylsulfanyl-tetrahydro-pyran-2-yl)-propyl]-amide). As a reaction SMILES: C(OC([N:8]1[CH2:13][CH2:12][CH:11]([CH2:14][CH2:15][CH2:16]O)[CH2:10][CH:9]1[C:18](=[O:35])[NH:19][CH:20]([CH:24]1[CH:29]([OH:30])[CH:28]([OH:31])[CH:27]([OH:32])[CH:26]([S:33][CH3:34])[O:25]1)[CH:21]([CH3:23])[CH3:22])=O)(C)(C)C.[C-:36]#[N:37].[Na+]>>[CH3:22][CH:21]([CH3:23])[CH:20]([NH:19][C:18]([CH:9]1[CH2:10][CH:11]([CH2:14][CH2:15][CH2:16][C:36]#[N:37])[CH2:12][CH2:13][NH:8]1)=[O:35])[CH:24]1[CH:29]([OH:30])[CH:28]([OH:31])[CH:27]([OH:32])[CH:26]([S:33][CH3:34])[O:25]1 |f:1.2|. Procedure: The title compound of example 23 was prepared from protected tosylate intermediate prepared in example 19, 11h according to the procedure used in examples 19-21 using sodium cyanide nucleophile in the displacement step; MS (ESPOS): 430.3 [M+H]+. Starting materials: BrCCOC1CCCCO1, [H-], [Na+], Oc1ccc(N2CCOCC2)cc1, CN(C)C=O. Product: c1cc(N2CCOCC2)ccc1OCCOC1CCCCO1. RXN SMILES: [Br:16][CH2:17][CH2:18][O:19][CH:20]1[O:21][CH2:22][CH2:23][CH2:24][CH2:25]1.[H-:15].[Na+:14].[O:1]1[CH2:2][CH2:3][N:4]([c:7]2[cH:8][cH:9][c:10]([OH:13])[cH:11][cH:12]2)[CH2:5][CH2:6]1.[O:26]=[CH:27][N:28]([CH3:29])[CH3:30]>>[O:1]1[CH2:2][CH2:3][N:4]([c:7]2[cH:8][cH:9][c:10]([O:13][CH2:17][CH2:18][O:19][CH:20]3[O:21][CH2:22][CH2:23][CH2:24][CH2:25]3)[cH:11][cH:12]2)[CH2:5][CH2:6]1. The reactants are CCOC(=O)c1cnn(C)c1Br, CCO, [Li+], C1CCOC1, [OH-], O, O. The product is Cn1ncc(C(=O)O)c1Br. Reaction SMILES: [Br:1][c:2]1[c:3]([C:8](=[O:9])[O:10][CH2:11][CH3:12])[cH:4][n:5][n:6]1[CH3:7].[CH3:22][CH2:23][OH:24].[Li+:15].[O:16]1[CH2:17][CH2:18][CH2:19][CH2:20]1.[OH-:14].[OH2:13].[OH2:21]>>[Br:1][c:2]1[c:3]([C:8](=[O:9])[OH:10])[cH:4][n:5][n:6]1[CH3:7]. Starting materials: Cl.N1C[C@@H](CC1)NC(=O)C1=CNC2=C1N=CN=C2C2=C(C=CC=1OCOC12)OCC1CC1 (4-(5-Cyclopropylmethoxy-benzo[1,3]dioxol-4-yl)-5H-pyrrolo[3,2-d]pyrimidine-7-carboxylic acid (R)-pyrrolidin-3-ylamide hydrochloride), ClC(=O)OCC (ethyl chloroformate). The product is C(C)OC(=O)N1C[C@@H](CC1)NC(=O)C1=CNC2=C1N=CN=C2C2=C(C=CC=1OCOC12)OCC1CC1 ((R)-3-({1-[4-(5-Cyclopropylmethoxy-benzo[1,3]dioxol-4-yl)-5H-pyrrolo[3,2-d]pyrimidin-7-yl]-methanoyl}-amino)-pyrrolidine-1-carboxylic acid ethyl ester). RXN SMILES: Cl.[NH:2]1[CH2:6][CH2:5][C@@H:4]([NH:7][C:8]([C:10]2[C:14]3[N:15]=[CH:16][N:17]=[C:18]([C:19]4[C:27]5[O:26][CH2:25][O:24][C:23]=5[CH:22]=[CH:21][C:20]=4[O:28][CH2:29][CH:30]4[CH2:32][CH2:31]4)[C:13]=3[NH:12][CH:11]=2)=[O:9])[CH2:3]1.Cl[C:34]([O:36][CH2:37][CH3:38])=[O:35]>>[CH2:37]([O:36][C:34]([N:2]1[CH2:6][CH2:5][C@@H:4]([NH:7][C:8]([C:10]2[C:14]3[N:15]=[CH:16][N:17]=[C:18]([C:19]4[C:27]5[O:26][CH2:25][O:24][C:23]=5[CH:22]=[CH:21][C:20]=4[O:28][CH2:29][CH:30]4[CH2:32][CH2:31]4)[C:13]=3[NH:12][CH:11]=2)=[O:9])[CH2:3]1)=[O:35])[CH3:38] |f:0.1|. Reported procedure: Starting from 4-(5-Cyclopropylmethoxy-benzo[1,3]dioxol-4-yl)-5H-pyrrolo[3,2-d]pyrimidine-7-carboxylic acid (R)-pyrrolidin-3-ylamide hydrochloride (example A142) and ethyl chloroformate the title compound is obtained as colorless solid. Reactants: BrCC1=CC(=NC2=CC=CC=C12)O (4-bromomethyl-2-hydroxyquinoline), ClC1=C(C=CC(=C1)Cl)C(CN1C=NC=C1)O (1-(2,4-dichlorophenyl)-2-(1H-imidazol-1-yl)ethanol), [OH-].[Na+] (sodium hydroxide), [Na] (sodium). Reagents/catalysts: [Cl-].C(C1=CC=CC=C1)[N+](C)(C)C (benzyltrimethylammonium chloride). Run in O (water), O1CCCC1 (tetrahydrofuran), O (water). The product is ClC1=C(C=CC(=C1)Cl)C(CN1C=NC=C1)OCC1=CC(=NC2=CC=CC=C12)O (4-[[1-(2,4-Dichlorophenyl)-2-(1H-imidazol-1-yl)ethoxy]methyl]-2-quinolinol). Reaction SMILES: Br[CH2:2][C:3]1[C:12]2[C:7](=[CH:8][CH:9]=[CH:10][CH:11]=2)[N:6]=[C:5]([OH:13])[CH:4]=1.[Cl:14][C:15]1[CH:20]=[C:19]([Cl:21])[CH:18]=[CH:17][C:16]=1[CH:22]([OH:29])[CH2:23][N:24]1[CH:28]=[CH:27][N:26]=[CH:25]1.[OH-].[Na+].[Na]>O.[Cl-].C([N+](C)(C)C)C1C=CC=CC=1.O1CCCC1>[Cl:14][C:15]1[CH:20]=[C:19]([Cl:21])[CH:18]=[CH:17][C:16]=1[CH:22]([O:29][CH2:2][C:3]1[C:12]2[C:7](=[CH:8][CH:9]=[CH:10][CH:11]=2)[N:6]=[C:5]([OH:13])[CH:4]=1)[CH2:23][N:24]1[CH:28]=[CH:27][N:26]=[CH:25]1 |f:2.3,6.7,^1:31|. Reported procedure: 7.2 g of 4-bromomethyl-2-hydroxyquinoline (0.03 mol), 7.7 g of 1-(2,4-dichlorophenyl)-2-(1H-imidazol-1-yl)ethanol (0.03 mol), 30 g sodium hydroxide (0.75 mol) in 30 ml of water, 0.5 g benzyltrimethylammonium chloride and 45 ml of tetrahydrofuran are reacted in a manner as described in Example 1. After work up of the reaction mixture the sodium salt of the title compound is dissolved in 400 ml of water and acidified with acetic acid. After standing overnight, the solution is filtered and then neu... Reactants: COc1cccc(C(Oc2ccc3c(cnn3-c3ccc(F)cc3)c2)C(C)N)c1, O=C(O)c1nc2ccccc2s1. Product: COc1cccc(C(Oc2ccc3c(cnn3-c3ccc(F)cc3)c2)C(C)NC(=O)c2nc3ccccc3s2)c1. RXN SMILES: [F:1][c:2]1[cH:3][cH:4][c:5](-[n:8]2[n:9][cH:10][c:11]3[cH:12][c:13]([O:17][CH:18]([CH:19]([CH3:20])[NH2:21])[c:22]4[cH:23][c:24]([O:28][CH3:29])[cH:25][cH:26][cH:27]4)[cH:14][cH:15][c:16]23)[cH:6][cH:7]1.[s:30]1[c:31]([C:39](=[O:40])[OH:41])[n:32][c:33]2[c:34]1[cH:35][cH:36][cH:37][cH:38]2>>[F:1][c:2]1[cH:3][cH:4][c:5](-[n:8]2[n:9][cH:10][c:11]3[cH:12][c:13]([O:17][CH:18]([CH:19]([CH3:20])[NH:21][C:39]([c:31]4[s:30][c:34]5[c:33]([n:32]4)[cH:38][cH:37][cH:36][cH:35]5)=[O:40])[c:22]4[cH:23][c:24]([O:28][CH3:29])[cH:25][cH:26][cH:27]4)[cH:14][cH:15][c:16]23)[cH:6][cH:7]1. Starting materials: O=C(C=C(C)C1=CC=C(C=O)C=C1)C1=CC(=C(C(=C1)OC)OC)OC (4-(4-Oxo-4-(3,4,5-trimethoxyphenyl)but-2-en-2-yl)benzaldehyde), Cl.N(C)CC(=O)O (sarcosine hydrochloride), CN1CCC(=C2C=3C=CC=CC3CCC4=C2N=CC=C4)CC1 (azatadine), C(C1=CC=CC=C1)=O (benzaldehyde). Yields the product COC(=O)C1CN(C1)CC1=CC=C(C=C1)C(C)=CC(C1=CC(=C(C(=C1)OC)OC)OC)=O (Methyl-1-(4-(4-oxo-4-(3,4,5-trimethoxyphenyl)but-2-en-2-yl)benzyl)azetidine-3-carboxylate). The yield is 66.0%. As a reaction SMILES: [O:1]=[C:2]([C:14]1[CH:19]=[C:18]([O:20][CH3:21])[C:17]([O:22][CH3:23])=[C:16]([O:24][CH3:25])[CH:15]=1)[CH:3]=[C:4]([C:6]1[CH:13]=[CH:12][C:9](C=O)=[CH:8][CH:7]=1)[CH3:5].CN1CCC(=C2[C:41]3[N:42]=[CH:43]C=[CH:45][C:40]=3[CH2:39]CC3C=CC=CC2=3)CC1.[CH:48](=[O:55])C1C=CC=CC=1.Cl.N(CC(O)=[O:61])C>>[CH3:48][O:55][C:39]([CH:40]1[CH2:45][N:42]([CH2:43][C:9]2[CH:12]=[CH:13][C:6]([C:4](=[CH:3][C:2](=[O:1])[C:14]3[CH:15]=[C:16]([O:24][CH3:25])[C:17]([O:22][CH3:23])=[C:18]([O:20][CH3:21])[CH:19]=3)[CH3:5])=[CH:7][CH:8]=2)[CH2:41]1)=[O:61] |f:3.4|. Reported procedure: When the product of Step B and azatadine 3 methylcarboxylate hydrochloride were substituted for 4-(5-(((4-fluorophenyl)) isopropyl)amino)methyl)thiophen-2-yl)benzaldehyde and sarcosine hydrochloride, respectively, in Example 22, Step-C, the similar process afforded the title compound in 66% yield, as pale paste. 1H-NMR (CDCl3) 7.49 (d, 2H, J=8.28 Hz); 7.30 (d, 2H, J=8.29 Hz); 7.22 (s, 2H), 7.06 (s, 1H); 3.90 (s, 9H); 3.68 (s, 3H); 3.64 (s, 2H); 3.56-3.52 (m, 2H); 3.37-3.32 (m, 3H). Reactants: C(C1=CC=CC=C1)(C1=CC=CC=C1)(C1=CC=CC=C1)NCCO (2-(N-tritylamino)ethanol), CC(C)([O-])C.[K+] (potassium tert-butoxide), S1C2=C(C=C1)C=C(C=C2)C2OC2 (2-(benzo[b]thiophen-5-yl)oxirane), Cl (hydrochloric acid), ice water. Solvent: CS(=O)C (dimethyl sulfoxide), C(C)(=O)OCC (ethyl acetate), O (water), C(C)(=O)OCC (ethyl acetate), O1CCCC1 (tetrahydrofuran), C(=O)O (formic acid), CS(=O)C (dimethyl sulfoxide). Run at temperature 85 celsius, time 5 minute. Yields the product S1C2=C(C=C1)C=C(C=C2)C(COCCN)O (1-(benzo[b]thiophen-5-yl)-2-(2-aminoethoxy)ethanol). The yield is 15.4%. As a reaction SMILES: C([NH:20][CH2:21][CH2:22][OH:23])(C1C=CC=CC=1)(C1C=CC=CC=1)C1C=CC=CC=1.[CH3:24][C:25](C)([O-:27])[CH3:26].[K+].[S:30]1[CH:34]=[CH:33][C:32]2[CH:35]=C(C3CO3)[CH:37]=[CH:38][C:31]1=2.Cl>CS(C)=O.O.C(OCC)(=O)C.O1CCCC1.C(O)=O>[S:30]1[CH:34]=[CH:33][C:32]2[CH:35]=[C:24]([CH:25]([OH:27])[CH2:26][O:23][CH2:22][CH2:21][NH2:20])[CH:37]=[CH:38][C:31]1=2 |f:1.2|. Procedure: A mixture of 10 g of 2-(N-tritylamino)ethanol, 3.7 g of potassium tert-butoxide and 30 ml of dimethyl sulfoxide was heated to 85° C. Thereto was added a solution of 5.8 g of 2-(benzo[b]thiophen-5-yl)oxirane dissolved in 10 ml of dimethyl sulfoxide. The resulting mixture was stirred at the same temperature for 5 minutes. The reaction mixture was added to a mixture of 150 ml of ice water and 100 ml of ethyl acetate. The organic layer was separated. The aqueous layer was extracted with 30 ml of eth... Run in C(Cl)Cl (methylene chloride). The reactants are FC1=CC=C(C=C1)C=1N=CN2C[C@@]3([C@H](CCCC3=CC21)C(C2=CC=C(S2)C(=O)OC)O)C (methyl 5-(((5aR,6S)-1-(4-fluorophenyl)-5a-methyl-5,5a,6,7,8,9-hexahydroimidazo[1,5-b]isoquinolin-6-yl)(hydroxy)methyl)thiophene-2-carboxylate), N1=CC=CC=C1 (Pyridine), CC(=O)OI1(C=2C=CC=CC2C(=O)O1)(OC(=O)C)OC(=O)C (Dess-Martin periodinane). The product is FC1=CC=C(C=C1)C=1N=CN2C[C@@]3([C@H](CCCC3=CC21)C(=O)C2=CC=C(S2)C(=O)OC)C (methyl 5-((5aR,6S)-1-(4-fluorophenyl)-5a-methyl-5,5a,6,7,8,9-hexahydroimidazo[1,5-b]isoquinoline-6-carbonyl)thiophene-2-carboxylate), )+( c ). Yield: 78.0%. Run at time 1 hour. Reported procedure: The above methyl 5-(((5aR,6S)-1-(4-fluorophenyl)-5a-methyl-5,5a,6,7,8,9-hexahydroimidazo[1,5-b]isoquinolin-6-yl)(hydroxy)methyl)thiophene-2-carboxylate was dissolved in anhydrous methylene chloride (3 mL). Pyridine (0.1 mL) and then Dess-Martin periodinane (204 mg, 0.48 mmol) were added. The reaction mixture was stirred at RT for 1 hr and quenched by the addition of saturated aqueous sodium bicarbonate solution (5 mL) and saturated aqueous sodium thiosulfate solution (2.5 mL). The mixture was st... As a reaction SMILES: [F:1][C:2]1[CH:7]=[CH:6][C:5]([C:8]2[N:9]=[CH:10][N:11]3[C:20]=2[CH:19]=[C:18]2[C@@:13]([CH3:32])([C@@H:14]([CH:21]([OH:31])[C:22]4[S:26][C:25]([C:27]([O:29][CH3:30])=[O:28])=[CH:24][CH:23]=4)[CH2:15][CH2:16][CH2:17]2)[CH2:12]3)=[CH:4][CH:3]=1.N1C=CC=CC=1.CC(OI1(OC(C)=O)(OC(C)=O)OC(=O)C2C=CC=CC1=2)=O>C(Cl)Cl>[F:1][C:2]1[CH:7]=[CH:6][C:5]([C:8]2[N:9]=[CH:10][N:11]3[C:20]=2[CH:19]=[C:18]2[C@@:13]([CH3:32])([C@@H:14]([C:21]([C:22]4[S:26][C:25]([C:27]([O:29][CH3:30])=[O:28])=[CH:24][CH:23]=4)=[O:31])[CH2:15][CH2:16][CH2:17]2)[CH2:12]3)=[CH:4][CH:3]=1. Procedure details: To a solution of 1e (14.15 g, 48.1 mmol) in 250 mL MeOH at 0° C. was slowly added aqueous LiOH (1M, 48 mL, 48 mmol) over 15 min. The reaction was allowed to warm to rt overnight with stirring. The organic solvent was removed in vacuo. The residual aqueous solution was partitioned with Et2O, then the organic phase was extracted with H2O (2×). The combined aqueous extract was acidified to pH 2 with 1N HCl. The aqueous phase was extracted with CHCl3 (3×). The combined organic extract was dried (MgS... Reactants: O=C1C(=CN=C2N1[C@@H](CC2)C(=O)OC(C)(C)C)C(=O)OC (6-tert-butyl 3-methyl (S)-4-oxo-4,6,7,8-tetrahydropyrrolo[1,2-a]pyrimidine-3,6-dicarboxylate), [Li+].[OH-] (LiOH). Yields the product C(C)(C)(C)OC(=O)[C@@H]1CCC=2N1C(C(=CN2)C(=O)O)=O ((S)-6-(tert-butoxycarbonyl)-4-oxo-4,6,7,8-tetrahydropyrrolo[1,2-a]pyrimidine-3-carboxylic acid). Solvent: CO (MeOH). As a reaction SMILES: [O:1]=[C:2]1[N:7]2[C@H:8]([C:11]([O:13][C:14]([CH3:17])([CH3:16])[CH3:15])=[O:12])[CH2:9][CH2:10][C:6]2=[N:5][CH:4]=[C:3]1[C:18]([O:20]C)=[O:19].[Li+].[OH-]>CO>[C:14]([O:13][C:11]([C@H:8]1[N:7]2[C:2](=[O:1])[C:3]([C:18]([OH:20])=[O:19])=[CH:4][N:5]=[C:6]2[CH2:10][CH2:9]1)=[O:12])([CH3:17])([CH3:15])[CH3:16] |f:1.2|. Yield: 84.6%.